Dataset: the Open Reaction Database (ORD), a public repository of structured organic reaction records. Task: describe an organic reaction: reactants, conditions, products, and yield Starting materials: residue 7, S(=O)(=O)([O-])[O-].[Na+].[Na+] (sodium sulphate), C([O-])([O-])=O.[Na+].[Na+] (sodium carbonate), mixture 10, S(=O)(=O)([O-])[O-].[Na+].[Na+] (sodium sulphate), C([O-])([O-])=O (carbonate), [Cl-].[Ca+2].[Cl-] (calcium chloride). Solvent: O (water), residue 7. Yields the product S(=O)(=O)([O-])[O-].[Ca+2] (calcium sulphate), C([O-])([O-])=O.[Ca+2] (calcium carbonate). Reaction SMILES: [S:1]([O-:5])([O-:4])(=[O:3])=[O:2].[Na+].[Na+].[C:8](=[O:11])([O-:10])[O-:9].[Na+].[Na+].[Cl-].[Ca+2:15].[Cl-].C(=O)([O-])[O-]>O>[S:1]([O-:5])([O-:4])(=[O:3])=[O:2].[Ca+2:15].[C:8](=[O:9])([O-:11])[O-:10].[Ca+2:15] |f:0.1.2,3.4.5,6.7.8,11.12,13.14|. Reported procedure: In the embodiment of the process according to the invention used in FIG. 1, the solid residue 7 is introduced into a dissolving chamber 8, where water 9 is added to it in sufficient quantities to dissolve all the sodium sulphate and sodium carbonate in the residue 7. The resulting aqueous mixture 10 is conveyed to a crystallization chamber 11 which is also fed with an aqueous solution of calcium chloride 12, in sufficient quantity to decompose the sodium sulphate and carbonate and to form calciu...